Dataset: the Open Reaction Database (ORD), a public repository of structured organic reaction records. Task: describe an organic reaction: reactants, conditions, products, and yield The reactants are Cl.CNOC (N,O-dimethylhydroxylamine hydrochloride), COC(C1=CN=C(C=C1)C1=CC=C(C=C1)C(F)(F)F)=O (6-(4-Trifluoromethyl-phenyl)-nicotinic acid methyl ester), C(C)(C)[Mg]Cl (Isopropyl magnesium chloride). Product: CON(C(C1=CN=C(C=C1)C1=CC=C(C=C1)C(F)(F)F)=O)C (N-Methoxy-N-methyl-6-(4-trifluoromethyl-phenyl)-nicotinamide). Yield: 99.7%. Reaction conditions: temperature -30 celsius. The solvent is O1CCCC1 (tetrahydrofuran). Reaction SMILES: CO[C:3](=[O:20])[C:4]1[CH:9]=[CH:8][C:7]([C:10]2[CH:15]=[CH:14][C:13]([C:16]([F:19])([F:18])[F:17])=[CH:12][CH:11]=2)=[N:6][CH:5]=1.Cl.[CH3:22][NH:23][O:24][CH3:25].C([Mg]Cl)(C)C>O1CCCC1>[CH3:25][O:24][N:23]([CH3:22])[C:3](=[O:20])[C:4]1[CH:9]=[CH:8][C:7]([C:10]2[CH:11]=[CH:12][C:13]([C:16]([F:17])([F:18])[F:19])=[CH:14][CH:15]=2)=[N:6][CH:5]=1 |f:1.2|. Procedure: 6-(4-Trifluoromethyl-phenyl)-nicotinic acid methyl ester (20 g, 71.2 mmol) is dissolved into anhydrous tetrahydrofuran (TVF) (300 mL) and then cooled to −30° C. while stirring under nitrogen. N,O-dimethylhydroxylamine hydrochloride (10.4 g, 107 mmol) is then added to the solution in one portion. Isopropyl magnesium chloride (107 mL, 2M soln. in THF, 252 mmol) is slowly added to the cooled suspension over 2 h. After complete consumption of starting material, 30% solution of ammonium chloride is a... Starting materials: [H-].[Al+3].[Li+].[H-].[H-].[H-] (lithium aluminum hydride), O(C1=CC=CC=C1)C=1C=C(C=CC1)C(CC)C=1NC=CC1 (3-phenoxyphenyl-1-(2-pyrrolyl)propane), CCOCC (ether), CCOCC (ether), [OH-].[Na+] (NaOH), O (water), O (water). Conditions: time 19 hour. Product: O(C1=CC=CC=C1)C=1C=C(C=CC1)CCCC=1NC=CC1 (3-(3-phenoxyphenyl)-1-(2-pyrrolyl)propane). As a reaction SMILES: [H-].[Al+3].[Li+].[H-].[H-].[H-].[O:7]([C:14]1[CH:15]=[C:16]([CH:20]([C:23]2[NH:24][CH:25]=[CH:26][CH:27]=2)CC)[CH:17]=[CH:18][CH:19]=1)[C:8]1[CH:13]=[CH:12][CH:11]=[CH:10][CH:9]=1.O.[OH-].[Na+].[CH3:31][CH2:32]OCC>>[O:7]([C:14]1[CH:19]=[C:18]([CH2:17][CH2:16][CH2:20][C:23]2[NH:24][CH:25]=[CH:26][CH:27]=2)[CH:31]=[CH:32][CH:15]=1)[C:8]1[CH:9]=[CH:10][CH:11]=[CH:12][CH:13]=1 |f:0.1.2.3.4.5,8.9|. Reported procedure: To a slurry of lithium aluminum hydride 1.0892 g (27.3 mmol) in 200 ml of ether under a nitrogen atmosphere, a solution of 2 g (6.82 mmol) of 1-hydroxy-3-(3-phenoxyphenyl-1-(2-pyrrolyl)propane, dissolved in ether was added over a period of 5 min. The mixture was stirred at room temperature for 19 hours and then refluxed for an additional 75 min. The mixture was cooled in an ice bath and 1 ml of water was added followed by 1 ml of 15% w/w NaOH solution followed by 3 ml of water. The mixture was s... The reactants are COC=1C(C(=C(C(C1OC)=O)C)CCC(=O)OC1=CC=C(C=C1)[N+](=O)[O-])=O (p-nitrophenyl 3-(2,3-dimethoxy-5-methyl-1,4-benzoquinon-6-yl)propionate), C(C1=CC=CC=C1)OC1=CC=C(C[C@H](N)C(=O)O)C=C1 (O-benzyl-L-tyrosine). Product: COC=1C(C(=C(C(C1OC)=O)C)CCC(=O)N[C@@H](CC1=CC=C(C=C1)O)C(=O)O)=O (3-(2,3-dimethoxy-5-methyl-1,4-benzoquinon-6-yl)propionyl-L-tyrosine). Yield: 20.6%. Reaction SMILES: [CH3:1][O:2][C:3]1[C:4](=[O:27])[C:5]([CH2:13][CH2:14][C:15]([O:17]C2C=CC([N+]([O-])=O)=CC=2)=O)=[C:6]([CH3:12])[C:7](=[O:11])[C:8]=1[O:9][CH3:10].C([O:35][C:36]1[CH:47]=[CH:46][C:39]([CH2:40][C@@H:41]([C:43]([OH:45])=[O:44])[NH2:42])=[CH:38][CH:37]=1)C1C=CC=CC=1>>[CH3:1][O:2][C:3]1[C:4](=[O:27])[C:5]([CH2:13][CH2:14][C:15]([NH:42][C@H:41]([C:43]([OH:45])=[O:44])[CH2:40][C:39]2[CH:38]=[CH:37][C:36]([OH:35])=[CH:47][CH:46]=2)=[O:17])=[C:6]([CH3:12])[C:7](=[O:11])[C:8]=1[O:9][CH3:10]. Procedure details: Using p-nitrophenyl 3-(2,3-dimethoxy-5-methyl-1,4-benzoquinon-6-yl)propionate (187 mg, 0.5 mmol) and O-benzyl-L-tyrosine (136 mg, 0.5 mmol) and following the procedure of Example 4, there was obtained 3-(2,3-dimethoxy-5-methyl-1,4-benzoquinon-6-yl)propionyl-L-tyrosine (43 mg), melting at 170° C. The reactants are ICC (iodoethane), C(C)C=1C(N=C2C=CC=CC12)=O (3-ethylindol-2-one), C(CCC)[Li] (n-butyllithium), CN(CCN(C)C)C (N,N,N′,N′-tetramethylethylenediamine), Cl (HCl). The solvent is C1CCOC1 (THF). Product: ClC=1C=C(C=CC1)C=1C=C2C(C(NC2=CC1)=O)(CC)CC (5-(3-Chloro-phenyl)-3,3diethyl-1,3-dihydro-indol-2-one). The yield is 45.0%. RXN SMILES: [CH2:1]([C:3]1[C:4](=[O:12])[N:5]=[C:6]2[C:11]=1[CH:10]=[CH:9][CH:8]=[CH:7]2)[CH3:2].[CH2:13]([Li])[CH2:14][CH2:15][CH3:16].CN(C)[CH2:20][CH2:21]N(C)C.I[CH2:27][CH3:28].[ClH:29]>C1COCC1>[Cl:29][C:14]1[CH:15]=[C:16]([C:9]2[CH:10]=[C:11]3[C:6](=[CH:7][CH:8]=2)[NH:5][C:4](=[O:12])[C:3]3([CH2:20][CH3:21])[CH2:1][CH3:2])[CH:27]=[CH:28][CH:13]=1. Procedure: A solution of 3-ethylindol-2-one (16 g, 0.1 mol) in dry THF (200 ml) under N2 was cooled to −25° C. and treated drop wise with n-butyllithium (2.5M in hexanes, 80 ml, 0.2 mol). To the resulting solution was added N,N,N′,N′-tetramethylethylenediamine (30 ml, 0.2 mol). After 30 min. iodoethane (8 ml, 0.1 mol) was added and the reaction rnixture was allowed to warm to RT and stirred over night. The reaction mixture was poured into an aqueous HCl solution, extracted with EtOAc (2×) and the combined ... Reactants: C(C)(C)(C)OC(=O)NCCN(CCCCCCCCCCCCCCCCCC)CCCCCCCCCCCCCCCCCC (N-tert-butoxycarbonyl-N′,N′-dioctadecylethylenediamine), CN1CCOCC1 (4-methylmorpholine), C(C)(C)(C)OC(=O)NCCCBr (N-(tert-butoxycarbonyl)-3-bromopropylamine). Run in mixture, FC(C(=O)O)(F)F (trifluoroacetic acid), C(Cl)Cl (methylene chloride). Conditions: time 2 hour. Product: NCCCN(CCN(CCCCCCCCCCCCCCCCCC)CCCCCCCCCCCCCCCCCC)CCCN (N′,N′-bis(3-aminopropyl)-N,N-dioctadecylethylenediamine). As a reaction SMILES: C(O[C:6]([NH:8][CH2:9][CH2:10][N:11]([CH2:30][CH2:31][CH2:32][CH2:33][CH2:34][CH2:35][CH2:36][CH2:37][CH2:38][CH2:39][CH2:40][CH2:41][CH2:42][CH2:43][CH2:44][CH2:45][CH2:46][CH3:47])[CH2:12][CH2:13][CH2:14][CH2:15][CH2:16][CH2:17][CH2:18][CH2:19][CH2:20][CH2:21][CH2:22][CH2:23][CH2:24][CH2:25][CH2:26][CH2:27][CH2:28][CH3:29])=O)(C)(C)C.C[N:49]1[CH2:54][CH2:53]OCC1.C(OC([NH:62][CH2:63][CH2:64][CH2:65]Br)=O)(C)(C)C>FC(F)(F)C(O)=O.C(Cl)Cl>[NH2:62][CH2:63][CH2:64][CH2:65][N:8]([CH2:6][CH2:53][CH2:54][NH2:49])[CH2:9][CH2:10][N:11]([CH2:12][CH2:13][CH2:14][CH2:15][CH2:16][CH2:17][CH2:18][CH2:19][CH2:20][CH2:21][CH2:22][CH2:23][CH2:24][CH2:25][CH2:26][CH2:27][CH2:28][CH3:29])[CH2:30][CH2:31][CH2:32][CH2:33][CH2:34][CH2:35][CH2:36][CH2:37][CH2:38][CH2:39][CH2:40][CH2:41][CH2:42][CH2:43][CH2:44][CH2:45][CH2:46][CH3:47]. Procedure details: 200 mg (0.3 mmol, MW 665.12) of N-tert-butoxycarbonyl-N′,N′-dioctadecylethylenediamine are dissolved in 2 ml of a mixture of trifluoroacetic acid and methylene chloride (1:3 v/v). After two hours, the mixture is subject to rotary evaporation and dried for 2 hours under a high vacuum. The residue is then taken up in 20 ml of chloroform, and 1 ml (920 mg, 4.5 mmol, MW 101.15, d=0.92) of 4-methylmorpholine is added. 640 mg (2.68 mmol, MW 238.13) of N-(tert-butoxycarbonyl)-3-bromopropylamine are the... The reactants are ClC1=C(C=CC(=C1)Cl)C1(SCC(N1)C(=O)OC)CN1N=CN=C1 (2-(2,4-dichlorophenyl)-2-(1H-1,2,4-triazole-1-yl methyl)-4-methoxycarbonyl thiazolidine), C(CC)N (n-propylamine). Run in CO (methanol). The product is ClC1=C(C=CC(=C1)Cl)C1(SCC(N1)C(=O)NCCC)CN1N=CN=C1 (2-(2,4-dichlorophenyl)-2-(1H-1,2,4-triazole-1-yl methyl)-4-(n-propylaminocarbonyl)thiazolidine). Isolated yield 39.9%. As a reaction SMILES: [Cl:1][C:2]1[CH:7]=[C:6]([Cl:8])[CH:5]=[CH:4][C:3]=1[C:9]1([CH2:18][N:19]2[CH:23]=[N:22][CH:21]=[N:20]2)[NH:13][CH:12]([C:14]([O:16]C)=O)[CH2:11][S:10]1.[CH2:24]([NH2:27])[CH2:25][CH3:26]>CO>[Cl:1][C:2]1[CH:7]=[C:6]([Cl:8])[CH:5]=[CH:4][C:3]=1[C:9]1([CH2:18][N:19]2[CH:23]=[N:22][CH:21]=[N:20]2)[NH:13][CH:12]([C:14]([NH:27][CH2:24][CH2:25][CH3:26])=[O:16])[CH2:11][S:10]1. Procedure details: 1.87 g of 2-(2,4-dichlorophenyl)-2-(1H-1,2,4-triazole-1-yl methyl)-4-methoxycarbonyl thiazolidine (Compound No. 24) prepared in the same manner as in Working Example 2 and 3.0 g of n-propylamine were dissolved in 20 ml of methanol and reacted at a temperature of 60° C. for 1 hour. After distilling off methanol under reduced pressure, the reaction product was purified by silica gel column chromatography using a solvent mixture of chloroform and ethyl acetate as the developer, whereby 0.8 g of 2-(...